Dataset: the Open Reaction Database (ORD), a public repository of structured organic reaction records. Task: describe an organic reaction: reactants, conditions, products, and yield Starting materials: CC1=CC=CC=2C3=CC=CC=C3C(C12)=O (1-Methylfluoren-9-one), CC1=CC=CC=2C3=CC=CC=C3C(C12)=O (1-Methylfluoren-9-one), Red phosphorus, I (HI), [OH-].[Na+] (NaOH). The solvent is C(CC)(=O)O (propionic acid), O (water). Product: CC1=CC=CC=2C3=CC=CC=C3C(C12)=O (1-Methylfluoren-9-one), CC1=CC=CC=2C3=CC=CC=C3CC12 (1-Methylfluorene). Isolated yield 97.0%. As a reaction SMILES: [CH3:1][C:2]1[C:14]2[C:13](=[O:15])[C:12]3[C:7](=[CH:8][CH:9]=[CH:10][CH:11]=3)[C:6]=2[CH:5]=[CH:4][CH:3]=1.I.[OH-].[Na+]>C(O)(=O)CC.O>[CH3:1][C:2]1[C:14]2[C:13](=[O:15])[C:12]3[C:7](=[CH:8][CH:9]=[CH:10][CH:11]=3)[C:6]=2[CH:5]=[CH:4][CH:3]=1.[CH3:1][C:2]1[C:14]2[CH2:13][C:12]3[C:7](=[CH:8][CH:9]=[CH:10][CH:11]=3)[C:6]=2[CH:5]=[CH:4][CH:3]=1 |f:2.3|. Reported procedure: 1-Methylfluoren-9-one (46) was prepared according to Mortier et al. (D. Tilly, S. S. Samanta, A.-S. Castanet, A. De, J. Mortier, Eur. J. Org. Chem. 2005, 174). 1-Methylfluoren-9-one (46) was reduced according to the general procedure of Carruthers et al. (W. Carruthers, D. Whitmarsh, J. Chem. Soc. Perkin Trans, I 1973, 1511). 1-Methylfluoren-9-one (46) (6.8 g, 35 mmol) was dissolved in 450 ml propionic acid. Red phosphorus (7.4 g) and 100 ml concentrated HI were added and the reaction mixture wa... Starting materials: F[B-](F)(F)F, COC(=O)c1c(Br)ccc2[nH]ncc12, O=C([O-])O, C[O+](C)C, CCOC(C)=O, [Na+]. Yields the product COC(=O)c1c(Br)ccc2nn(C)cc12. As a reaction SMILES: [B-:15]([F:16])([F:17])([F:18])[F:19].[Br:1][c:2]1[c:3]([C:11](=[O:12])[O:13][CH3:14])[c:4]2[cH:5][n:6][nH:7][c:8]2[cH:9][cH:10]1.[C:30](=[O:31])([O-:32])[OH:33].[CH3:20][O+:21]([CH3:22])[CH3:23].[CH3:24][CH2:25][O:26][C:27](=[O:28])[CH3:29].[Na+:34]>>[Br:1][c:2]1[c:3]([C:11](=[O:12])[O:13][CH3:14])[c:4]2[cH:5][n:6]([CH3:20])[n:7][c:8]2[cH:9][cH:10]1. RXN SMILES: [C:1]1([CH2:7][N:8]2[CH2:13][CH2:12][CH:11]([N:14]3[CH2:22][C:21]4[C:16](=[CH:17][CH:18]=[CH:19][CH:20]=4)[C:15]3=[O:23])[CH2:10][CH2:9]2)[CH:6]=[CH:5][CH:4]=[CH:3][CH:2]=1.[I:24][CH3:25]>C(#N)C>[I-:24].[CH3:25][N+:8]1([CH2:7][C:1]2[CH:6]=[CH:5][CH:4]=[CH:3][CH:2]=2)[CH2:13][CH2:12][CH:11]([N:14]2[CH2:22][C:21]3[C:16](=[CH:17][CH:18]=[CH:19][CH:20]=3)[C:15]2=[O:23])[CH2:10][CH2:9]1 |f:3.4|. Starting materials: C1(=CC=CC=C1)CN1CCC(CC1)N1C(C2=CC=CC=C2C1)=O ([-1 (phenylmethyl) 4 piperidinyl]2,3-dihydro-lH isoindol-1-one), IC (iodomethane). Run in C(C)#N (acetonitrile). Run at time 18 hour. The product is [I-].C[N+]1(CCC(CC1)N1C(C2=CC=CC=C2C1)=O)CC1=CC=CC=C1 (1methyl-4(2,3-dihydro-1-oxo-lH-isoindol-2-yl)-1-(phenylmethyl)piperidinium iodide). Procedure: A solution of 2 [-1 (phenylmethyl) 4 piperidinyl]2,3-dihydro-lH isoindol-1-one (I, R1 =phenylmethyl. Example 7) was dissolved in 5 mL acetonitrile treated with 0.5 mL of iodomethane. The reaction mixture was allowed to stir for 18 h and the white crystalline precipitate (277 mg) was filtered off to afford I (R1 =phenylmethyl, R2 =CH3): mp 247-250° C. Anal. calcd for C20H23IN2O: C, 55.31; H, 5.34; N, 6.45. Found: 55.64; H, 5.69; N, 6.52. The reactants are C(#N)C1=CC(=NC=C1)C=O (4-cyanopyridine-2-carboxaldehyde), C([O-])([O-])=O.[K+].[K+] (potassium carbonate), O1CCOCC1 (1,4 dioxan). Reagents/catalysts: [Br-].C[P+](C1=CC=CC=C1)(C1=CC=CC=C1)C1=CC=CC=C1 (methyltriphenylphosphonium bromide). The solvent is O (water), O (water), C(C)(=O)OCC (ethyl acetate). Yields the product C(#N)C1=CC(=NC=C1)C=C (4Cyano-2-vinylpyridine). As a reaction SMILES: [C:1]([C:3]1[CH:8]=[CH:7][N:6]=[C:5]([CH:9]=O)[CH:4]=1)#[N:2].[C:11](=O)([O-])[O-].[K+].[K+].O1CCOCC1>[Br-].C[P+](C1C=CC=CC=1)(C1C=CC=CC=1)C1C=CC=CC=1.O.C(OCC)(=O)C>[C:1]([C:3]1[CH:8]=[CH:7][N:6]=[C:5]([CH:9]=[CH2:11])[CH:4]=1)#[N:2] |f:1.2.3,5.6|. Reported procedure: A mixture of 4-cyanopyridine-2-carboxaldehyde (0.916 g, 6.93 mmol), methyltriphenylphosphonium bromide (2.48 g, 6.93 mmol), potassium carbonate (1.2 g, 8.66 mmol), 1,4 dioxan (9.5 mL) and water (0.13 mL) was heated under reflux for 5 hours. The mixture was diluted with water (30 mL) and ethyl acetate (70 mL) and the organic layer separated. The aqueous phase was further extracted with ethyl acetate (2×40 mL), the organic fractions combined and dried over magnesium sulphate. After removing the so... The reactants are ClC1=C(C#N)C=CC(=C1)O[C@H]1[C@H](CCC1)O (2-Chloro-4-(cis-2-hydroxy-cyclopentyloxy)-benzonitrile), C(C=C)I (allyl iodide). The product is C(C=C)O[C@@H]1[C@@H](CCC1)OC1=CC(=C(C#N)C=C1)Cl (4-(cis-2-Allyloxy-cyclopentyloxy)-2-chloro-benzonitrile). The yield is 11.8%. RXN SMILES: [Cl:1][C:2]1[CH:9]=[C:8]([O:10][C@@H:11]2[CH2:15][CH2:14][CH2:13][C@@H:12]2[OH:16])[CH:7]=[CH:6][C:3]=1[C:4]#[N:5].[CH2:17](I)[CH:18]=[CH2:19]>>[CH2:19]([O:16][C@H:12]1[CH2:13][CH2:14][CH2:15][C@H:11]1[O:10][C:8]1[CH:7]=[CH:6][C:3]([C:4]#[N:5])=[C:2]([Cl:1])[CH:9]=1)[CH:18]=[CH2:17]. Procedure details: The product of Example 34, Step A (87 mg) was alkylated with allyl iodide (73.6 mg) according to the procedure of Example 34, Step B to give 12 mg of the title compound. Reactants: FC(C1=CC2=CN(N=C2C(=C1)C(C)O)COCC[Si](C)(C)C)(F)F ((±)-1-(5-(trifluoromethyl)-2-((2-(trimethylsilyl)ethoxy)methyl)-2H-indazol-7-yl)ethanol), C(Br)(Br)(Br)Br (carbon tetrabromide), C1(=CC=CC=C1)P(C1=CC=CC=C1)C1=CC=CC=C1 (triphenylphosphine). Solvent: CCCCC (pentane), O1CCCC1 (tetrahydrofuran). Conditions: time 30 minute. Product: BrC(C)C1=CC(=CC2=CN(N=C12)COCC[Si](C)(C)C)C(F)(F)F ((±)-7-(1-Bromoethyl)-5-(trifluoromethyl)-2-((2-(trimethylsilyl)ethoxy)methyl)-2H-indazole). As a reaction SMILES: [F:1][C:2]([F:24])([F:23])[C:3]1[CH:11]=[C:10]([CH:12](O)[CH3:13])[C:9]2[C:5](=[CH:6][N:7]([CH2:15][O:16][CH2:17][CH2:18][Si:19]([CH3:22])([CH3:21])[CH3:20])[N:8]=2)[CH:4]=1.C(Br)(Br)(Br)[Br:26].C1(P(C2C=CC=CC=2)C2C=CC=CC=2)C=CC=CC=1>O1CCCC1.CCCCC>[Br:26][CH:12]([C:10]1[C:9]2[C:5](=[CH:6][N:7]([CH2:15][O:16][CH2:17][CH2:18][Si:19]([CH3:22])([CH3:21])[CH3:20])[N:8]=2)[CH:4]=[C:3]([C:2]([F:24])([F:23])[F:1])[CH:11]=1)[CH3:13]. Procedure: To a solution of (±)-1-(5-(trifluoromethyl)-2-((2-(trimethylsilyl)ethoxy)methyl)-2H-indazol-7-yl)ethanol (444 mg, 1.23 mmol) and carbon tetrabromide (613 mg, 1.85 mmol) in tetrahydrofuran (5 mL) at 0° C. was added triphenylphosphine (485 mg, 1.85 mmol). The resulting solution was stirred at room temperature for 30 min. The reaction was diluted with several volumes of pentane and filtered to remove undissolved solids. The organics were concentrated and purified by column chromatography (4%→6% EtO... Reaction SMILES: [SH2:1].C([S:4][C:5](=N)[C:6]1[CH:11]=[CH:10][CH:9]=[C:8]([Cl:12])[C:7]=1[CH2:13][CH2:14][C:15]1[CH:20]=[C:19]([Br:21])[CH:18]=[CH:17][C:16]=1[O:22][CH3:23])C.Cl.CCOCC>O1CCCC1.O>[Br:21][C:19]1[CH:18]=[CH:17][C:16]([O:22][CH3:23])=[C:15]([CH2:14][CH2:13][C:7]2[C:8]([Cl:12])=[CH:9][CH:10]=[CH:11][C:6]=2[C:5]([SH:4])=[S:1])[CH:20]=1 |f:2.3|. Run at temperature 45 celsius, time 8 hour. Reactants: C(C)SC(C1=C(C(=CC=C1)Cl)CCC1=C(C=CC(=C1)Br)OC)=N (2-[2-(5-Bromo-2-methoxy-phenyl)-ethyl]-3-chloro-thiobenzimidic acid ethyl ester), Cl.CCOCC (HCl ether), S (hydrogen sulfide). Product: BrC=1C=CC(=C(C1)CCC1=C(C(=S)S)C=CC=C1Cl)OC (2-[2-(5-Bromo-2-methoxy-phenyl)-ethyl]-3-chloro-dithiobenzoic acid). Procedure: As shown in Scheme 9, hydrogen sulfide gas (2 mL) was condensed into a cooled (−78° C.) solution of 2.8 grams (6.8 mmol) of 2-[2-(5-Bromo-2-methoxy-phenyl)-ethyl]-3-chloro-thiobenzimidic acid ethyl ester and 13.6 mL (13.6 mmol) of 1.0 M HCl/ether in 100 mL of tetrahydrofuran. The reaction was heated to 45° C. and stirred overnight in a sealed tube. The reaction mixture was diluted with water and extracted with methylene chloride once, organic layer was washed with brine, dried (MgSO4), filtered ... The solvent is O1CCCC1 (tetrahydrofuran), O (water).